Task: describe an organic reaction: reactants, conditions, products, and yield. Dataset: the Open Reaction Database (ORD), a public repository of structured organic reaction records The reactants are CO.C(Cl)Cl (methanol methylene chloride), FC1=C(C(=O)NC(C)C)C=C(C=C1)F (2,5-Difluoro-N-isopropyl-benzamide), [H-].[Al+3].[Li+].[H-].[H-].[H-] (Lithium aluminum hydride), solution. The solvent is C1CCOC1 (THF), C1CCOC1 (THF). Product: FC1=C(CNC(C)C)C=C(C=C1)F (2,5-Difluoro-N-isopropyl-benzylamine). Isolated yield 64.8%. As a reaction SMILES: [F:1][C:2]1[CH:13]=[CH:12][C:11]([F:14])=[CH:10][C:3]=1[C:4]([NH:6][CH:7]([CH3:9])[CH3:8])=O.[H-].[Al+3].[Li+].[H-].[H-].[H-].CO.C(Cl)Cl>C1COCC1>[F:1][C:2]1[CH:13]=[CH:12][C:11]([F:14])=[CH:10][C:3]=1[CH2:4][NH:6][CH:7]([CH3:9])[CH3:8] |f:1.2.3.4.5.6,7.8|. Reported procedure: 2,5-Difluoro-N-isopropyl-benzamide (0.5 g, 0.0025 mol) was dissolved in THF (8 mL). Lithium aluminum hydride (8 mL of a 1M solution in THF) was added, and the reaction was heated at reflux. When complete by TLC (methanol/methylene chloride), the reaction was cooled, and quenched with water, aqueous NaOH (15%), water and Na2SO4. The white solid is filtered off, and the filtrate is concentrated in vacuo to give 0.3 g of the amine. The product was used in the next step without characterization. As a reaction SMILES: [C:20](=[O:21])([OH:22])[O-:23].[CH3:1][n:2]1[n:3][c:4]([OH:10])[c:5](=[O:9])[n:6][c:7]1[SH:8].[Cl:12][CH2:13][c:14]1[cH:15][cH:16][n:17][cH:18][cH:19]1.[ClH:11].[ClH:25].[Na+:24].[OH2:26]>>[CH3:1][n:2]1[n:3][c:4]([OH:10])[c:5](=[O:9])[n:6][c:7]1[S:8][CH2:13][c:14]1[cH:15][cH:16][n:17][cH:18][cH:19]1. Starting materials: O=C([O-])O, Cn1nc(O)c(=O)nc1S, ClCc1ccncc1, Cl, Cl, [Na+], O. The product is Cn1nc(O)c(=O)nc1SCc1ccncc1. The reactants are C(CCC)N1C(C(NC(CC1C)(C)C)(C)C)=O (1-butyl-3,3,5,5,7-pentamethyl-[1,4]diazepan-2-one), CC(=O)CC (methylethylketon). Procedure: The title compound was prepared as described by Pyong-nae Son, J. T. Lai.: J. Org. Chem. 46, 323 (1981) for 1-butyl-3,3,5,5,7-pentamethyl-[1,4]diazepan-2-one, but using methylethylketon instead of acetone. The product is C(CCC)N1C(C(NC(CC1C)(C)C)(C)CC)=O (1-Butyl-3-ethyl-3,5,5,7-tetramethyl-[1,4]diazepan-2-one). RXN SMILES: [CH2:1]([N:5]1[CH:11]([CH3:12])[CH2:10][C:9]([CH3:14])([CH3:13])[NH:8][C:7]([CH3:16])([CH3:15])[C:6]1=[O:17])[CH2:2][CH2:3][CH3:4].[CH3:18]C(CC)=O>>[CH2:1]([N:5]1[CH:11]([CH3:12])[CH2:10][C:9]([CH3:14])([CH3:13])[NH:8][C:7]([CH2:15][CH3:18])([CH3:16])[C:6]1=[O:17])[CH2:2][CH2:3][CH3:4]. The reactants are C(C1=CC=CC=C1)(C1=CC=CC=C1)=NO (Benzophenone oxime), BrCCCl (1-bromo-2-chloroethane), C([O-])([O-])=O.[K+].[K+] (potassium carbonate). The solvent is CC(=O)C (acetone). The product is ClCCON=C(C1=CC=CC=C1)C1=CC=CC=C1 (diphenylmethanone O-(2-chloroethyl)oxime). Yield: 73.5%. RXN SMILES: [C:1](=[N:14][OH:15])([C:8]1[CH:13]=[CH:12][CH:11]=[CH:10][CH:9]=1)[C:2]1[CH:7]=[CH:6][CH:5]=[CH:4][CH:3]=1.Br[CH2:17][CH2:18][Cl:19].C(=O)([O-])[O-].[K+].[K+]>CC(C)=O>[Cl:19][CH2:18][CH2:17][O:15][N:14]=[C:1]([C:8]1[CH:9]=[CH:10][CH:11]=[CH:12][CH:13]=1)[C:2]1[CH:7]=[CH:6][CH:5]=[CH:4][CH:3]=1 |f:2.3.4|. Reported procedure: Benzophenone oxime (3.94 g, 20 mmol), 1-bromo-2-chloroethane (28.7 g, 200 mmol) and dried, powdered potassium carbonate (5.53 g, 80 mmol) in acetone (60 ml) were heated at reflux for 72 h. The reaction mixture was cooled and filtered and the filtrate was evaporated to an oily residue which was purified by "flash" chromatography (eluting with heptane/ethyl acetate 19/1) to provide diphenylmethanone O-(2-chloroethyl)oxime (3.82 g, 73%) as an oil, tlc rf 0.36 (SiO2, heptane/ethyl acetate 9/1). The reactants are O (water), OC1=CC(CC(C1)C=1C=C2CCCC2=CC1)=O (3-Hydroxy-5-(5-indanyl)cyclohex-2-en-1-one), C(CC)(=O)O (propionic acid), anhydride. Reagents/catalysts: FC(F)(F)S(=O)(=O)O (trifluoromethyl sulphonic acid). The solvent is C(CC)(=O)OC(CC)=O (propionic anhydride). Conditions: temperature 130 celsius, time 2 hour. The product is OC1=C(C(CC(C1)C=1C=C2CCCC2=CC1)=O)C(CC)=O (3-hydroxy-5-(5-indanyl)-2-propionylcyclohex-2-en-1-one). Isolated yield 37.0%. RXN SMILES: [OH:1][C:2]1[CH2:7][CH:6]([C:8]2[CH:9]=[C:10]3[C:14](=[CH:15][CH:16]=2)[CH2:13][CH2:12][CH2:11]3)[CH2:5][C:4](=[O:17])[CH:3]=1.O.[C:19](O)(=[O:22])[CH2:20][CH3:21]>C(OC(=O)CC)(=O)CC.FC(S(O)(=O)=O)(F)F>[OH:17][C:4]1[CH2:5][CH:6]([C:8]2[CH:9]=[C:10]3[C:14](=[CH:15][CH:16]=2)[CH2:13][CH2:12][CH2:11]3)[CH2:7][C:2](=[O:1])[C:3]=1[C:19](=[O:22])[CH2:20][CH3:21]. Procedure: 3-Hydroxy-5-(5-indanyl)cyclohex-2-en-1-one (4.0 g; 18 mmole) was dissolved in a mixture of propionic acid (4 ml) and propionic anhydride (4 ml) at 130° C. under nitrogen. To the resulting clear solution was added 8 drops of trifluoromethyl sulphonic acid and the mixture was allowed to stir at 130° C. under nitrogen for a further 11/2 hours. The mixture was poured into water (500 ml) and stirred until all the anhydride had reacted (approx 30 min). The resulting solid was filtered off, pressed dry... Product: CC(C)(C)OC(=O)NCP(=O)(CNC(=O)OC(C)(C)C)OCc1ccccc1. As a reaction SMILES: [C:1]([CH3:2])([CH3:3])([CH3:4])[O:5][C:6](=[O:7])[NH:8][CH2:9][P:10]([OH:11])(=[O:12])[CH2:13][NH:14][C:15](=[O:16])[O:17][C:18]([CH3:19])([CH3:20])[CH3:21].[OH:22][CH2:23][c:24]1[cH:25][cH:26][cH:27][cH:28][cH:29]1>>[C:1]([CH3:2])([CH3:3])([CH3:4])[O:5][C:6](=[O:7])[NH:8][CH2:9][P:10](=[O:11])([O:12][CH2:23][c:24]1[cH:25][cH:26][cH:27][cH:28][cH:29]1)[CH2:13][NH:14][C:15](=[O:16])[O:17][C:18]([CH3:19])([CH3:20])[CH3:21]. Reactants: CC(C)(C)OC(=O)NCP(=O)(O)CNC(=O)OC(C)(C)C, OCc1ccccc1. Starting materials: O=C1SCCC1Br, CCOC(=O)C(C)c1ccc(C=O)cc1, I, C1CCOC1, [Zn]. Yields the product CCOC(=O)C(C)c1ccc(C(O)C2CCSC2=O)cc1. Reaction SMILES: [Br:1][CH:2]1[C:3](=[O:7])[S:4][CH2:5][CH2:6]1.[CH:8](=[O:9])[c:10]1[cH:11][cH:12][c:13]([CH:16]([C:17](=[O:18])[O:19][CH2:20][CH3:21])[CH3:22])[cH:14][cH:15]1.[I:23].[O:24]1[CH2:25][CH2:26][CH2:27][CH2:28]1.[Zn:29]>>[CH:2]1([CH:8]([OH:9])[c:10]2[cH:11][cH:12][c:13]([CH:16]([C:17](=[O:18])[O:19][CH2:20][CH3:21])[CH3:22])[cH:14][cH:15]2)[C:3](=[O:7])[S:4][CH2:5][CH2:6]1.